From a dataset of the Open Reaction Database (ORD), a public repository of structured organic reaction records. describe an organic reaction: reactants, conditions, products, and yield The reactants are C(C1=CC=CC=C1)(=N)N (benzamidine), [Na].C(=O)CC(=O)OCC (ethyl formylacetate sodium salt), C(C)O (ethanol). Yields the product C1(=CC(=CC=C1)C1=NC=CC(=N1)O)C (2-(3-Tolyl)-4-pyrimidinol). RXN SMILES: [C:1]([NH2:9])(=[NH:8])[C:2]1[CH:7]=[CH:6][CH:5]=[CH:4][CH:3]=1.[Na].[CH:11]([CH2:13][C:14](OCC)=O)=[O:12].[CH2:19](O)C>>[C:4]1([CH3:19])[CH:5]=[CH:6][CH:7]=[C:2]([C:1]2[N:9]=[C:11]([OH:12])[CH:13]=[CH:14][N:8]=2)[CH:3]=1 |f:1.2,^1:9|. Procedure: A 92.3 g portion of 3-methylbenzamidine, hydrochloride [J. B. Ekeley, et al., J. Am. Chem. Soc., 57, 381 (1935)] was stirred with 200 ml of 5N sodium hydroxide and 400 ml of chloroform for 1/2 hour. When solution was complete the chloroform layer was separated and the aqueous layer extracted twice with 50 ml portions of chloroform. The chloroform solutions were combined, dried over sodium sulfate and evaporated, giving 69.3 g of free benzamidine. This benzamidine was taken up in one liter of abs... The reactants are OC1=CC=C(C=C1)NC=1C=C2C=CC(=CC2=CC1)O (6-[(4-hydroxyphenyl)amino]-2-naphthalenol), CN(C1=CC=CC=C1)C (dimethylaniline), Cl (HCl), C(C)(=O)Cl (acetyl chloride). Solvent: C(Cl)Cl (CH2Cl2), C1CCOC1 (THF). Reaction conditions: time 50 minute. The product is OC1=CC=C(C=C1)N(C(C)=O)C1=CC2=CC=C(C=C2C=C1)O (N-(4-Hydroxyphenyl)-N-(6-hydroxy-2-naphthalenyl)acetamide). Yield: 10.0%. RXN SMILES: [OH:1][C:2]1[CH:7]=[CH:6][C:5]([NH:8][C:9]2[CH:10]=[C:11]3[C:16](=[CH:17][CH:18]=2)[CH:15]=[C:14]([OH:19])[CH:13]=[CH:12]3)=[CH:4][CH:3]=1.CN(C)C1C=CC=CC=1.[C:29](Cl)(=[O:31])[CH3:30].Cl>C(Cl)Cl.C1COCC1>[OH:1][C:2]1[CH:7]=[CH:6][C:5]([N:8]([C:9]2[CH:18]=[CH:17][C:16]3[C:11](=[CH:12][CH:13]=[C:14]([OH:19])[CH:15]=3)[CH:10]=2)[C:29](=[O:31])[CH3:30])=[CH:4][CH:3]=1. Procedure details: A solution of 830 mg (3.30 mmol of 6-[(4-hydroxyphenyl)amino]-2-naphthalenol (prepared as described in Example 3) and 840 ul (6.60 mmol, 2 eq.) of dimethylaniline in 15 ml of dry CH2Cl2 and 5 ml of dry THF was stirred at 0° C., then 415 ul (5.80 mmol, Mallinckrodt) of acetyl chloride was added dropwise. After 50 minutes, 1N aqueous HCl was added and this was extracted with EtOAc. The organic layers were washed with 1N aqueous HCl, dried (MgSO4) and concentrated in vacuo. The aqueous layers were ... The reactants are CCO, CC1(C)C(CCl)C1(Cl)Cl, [K+], N#C[S-]. Yields the product CC1(C)C(CSC#N)C1(Cl)Cl. As a reaction SMILES: [CH3:14][CH2:15][OH:16].[Cl:1][C:2]1([Cl:9])[CH:3]([CH2:7][Cl:8])[C:4]1([CH3:5])[CH3:6].[K+:10].[S-:11][C:12]#[N:13]>>[Cl:1][C:2]1([Cl:9])[CH:3]([CH2:7][S:11][C:12]#[N:13])[C:4]1([CH3:5])[CH3:6]. As a reaction SMILES: [Br:1][c:2]1[cH:3][c:4]2[n:5][cH:6][cH:7][c:8]([Cl:11])[c:9]2[s:10]1.[C:12](=[O:13])([O-:14])[O-:15].[Cl:42][CH2:43][Cl:44].[F:18][c:19]1[c:20]([OH:28])[cH:21][cH:22][c:23]([N+:25](=[O:26])[O-:27])[cH:24]1.[K+:16].[K+:17].[O:29]([c:30]1[cH:31][cH:32][cH:33][cH:34][cH:35]1)[c:36]1[cH:37][cH:38][cH:39][cH:40][cH:41]1>>[Br:1][c:2]1[cH:3][c:4]2[n:5][cH:6][cH:7][c:8]([O:28][c:20]3[c:19]([F:18])[cH:24][c:23]([N+:25](=[O:26])[O-:27])[cH:22][cH:21]3)[c:9]2[s:10]1. Reactants: Clc1ccnc2cc(Br)sc12, O=C([O-])[O-], ClCCl, O=[N+]([O-])c1ccc(O)c(F)c1, [K+], [K+], c1ccc(Oc2ccccc2)cc1. Product: O=[N+]([O-])c1ccc(Oc2ccnc3cc(Br)sc23)c(F)c1. The reactants are CCO, Cc1ccc(S(=O)(=O)OCCCCCCCCCOc2cccc(C(N)=O)c2)cc1, N#C[Na], O. The product is N#CCCCCCCCCCOc1cccc(C(N)=O)c1. RXN SMILES: [CH3:35][CH2:36][OH:37].[CH3:4][c:5]1[cH:6][cH:7][c:8]([S:9]([O:10][CH2:15][CH2:16][CH2:17][CH2:18][CH2:19][CH2:20][CH2:21][CH2:22][CH2:23][O:24][c:25]2[cH:26][c:27]([C:31](=[O:32])[NH2:33])[cH:28][cH:29][cH:30]2)(=[O:11])=[O:12])[cH:13][cH:14]1.[Na:1][C:2]#[N:3].[OH2:34]>>[C:2](#[N:3])[CH2:15][CH2:16][CH2:17][CH2:18][CH2:19][CH2:20][CH2:21][CH2:22][CH2:23][O:24][c:25]1[cH:26][c:27]([C:31](=[O:32])[NH2:33])[cH:28][cH:29][cH:30]1. Reactants: CC(C)(C)OC(=O)N1CCCC(O)C1, CS(=O)(=O)c1ccc(Oc2ncnc3[nH]ncc23)cc1, C1CCOC1, c1ccc(P(c2ccccc2)c2ccccc2)cc1. The product is CC(C)(C)OC(=O)N1CCCC(n2ncc3c(Oc4ccc(S(C)(=O)=O)cc4)ncnc32)C1. As a reaction SMILES: [C:1](=[O:2])([O:3][C:4]([CH3:5])([CH3:6])[CH3:7])[N:8]1[CH2:9][CH:10]([OH:14])[CH2:11][CH2:12][CH2:13]1.[CH3:34][S:35](=[O:36])(=[O:37])[c:38]1[cH:39][cH:40][c:41]([O:42][c:43]2[c:44]3[c:45]([n:46][cH:47][n:48]2)[nH:49][n:50][cH:51]3)[cH:52][cH:53]1.[O:54]1[CH2:55][CH2:56][CH2:57][CH2:58]1.[c:15]1([P:16]([c:17]2[cH:18][cH:19][cH:20][cH:21][cH:22]2)[c:23]2[cH:24][cH:25][cH:26][cH:27][cH:28]2)[cH:29][cH:30][cH:31][cH:32][cH:33]1>>[C:1](=[O:2])([O:3][C:4]([CH3:5])([CH3:6])[CH3:7])[N:8]1[CH2:9][CH:10]([n:49]2[c:45]3[c:44]([c:43]([O:42][c:41]4[cH:40][cH:39][c:38]([S:35]([CH3:34])(=[O:36])=[O:37])[cH:53][cH:52]4)[n:48][cH:47][n:46]3)[cH:51][n:50]2)[CH2:11][CH2:12][CH2:13]1.